Dataset: the Open Reaction Database (ORD), a public repository of structured organic reaction records. Task: describe an organic reaction: reactants, conditions, products, and yield Reactants: C(C)(=O)OCC (ethyl acetate), Cl.N1(CCNCC1)C1=NC2=CC=CC=C2C=C1 (2-piperazin-1-yl-quinoline hydrochloride), C(C(C)C)OC1=C(C(=O)O)C=C(C=C1)S(=O)(=O)C (2-isobutoxy-5-methanesulfonyl-benzoic acid). The solvent is C(C)#N (acetonitrile). Product: C(C(C)C)OC1=C(C=C(C=C1)S(=O)(=O)C)C(=O)N1CCN(CC1)C1=NC2=CC=CC=C2C=C1 ((2-Isobutoxy-5-methanesulfonyl-phenyl)-(4-quinolin-2-yl-piperazin-1-yl)-methanone). Reaction SMILES: Cl.[N:2]1([C:8]2[CH:17]=[CH:16][C:15]3[C:10](=[CH:11][CH:12]=[CH:13][CH:14]=3)[N:9]=2)[CH2:7][CH2:6][NH:5][CH2:4][CH2:3]1.[CH2:18]([O:22][C:23]1[CH:31]=[CH:30][C:29]([S:32]([CH3:35])(=[O:34])=[O:33])=[CH:28][C:24]=1[C:25](O)=[O:26])[CH:19]([CH3:21])[CH3:20].C(OCC)(=O)C>C(#N)C>[CH2:18]([O:22][C:23]1[CH:31]=[CH:30][C:29]([S:32]([CH3:35])(=[O:34])=[O:33])=[CH:28][C:24]=1[C:25]([N:5]1[CH2:4][CH2:3][N:2]([C:8]2[CH:17]=[CH:16][C:15]3[C:10](=[CH:11][CH:12]=[CH:13][CH:14]=3)[N:9]=2)[CH2:7][CH2:6]1)=[O:26])[CH:19]([CH3:21])[CH3:20] |f:0.1|. Reported procedure: Prepared in analogy to example 1.1(b) from 2-piperazin-1-yl-quinoline hydrochloride and 2-isobutoxy-5-methanesulfonyl-benzoic acid (example 2.4) in acetonitrile. Chromatography (SiO2; ethyl acetate) yields the title compound as a yellowish solid. RXN SMILES: [CH2:18]([CH2:19][O:20][CH3:21])[O:22][CH3:23].[CH3:1][CH:2]([NH2:3])[C:4]([OH:5])=[O:6].[c:7]1([CH3:17])[cH:8][cH:9][c:10]([S:13](=[O:14])(=[O:15])[OH:16])[cH:11][cH:12]1>>[CH3:1][CH:2]([NH2:3])[C:4](=[O:5])[OH:6].[c:7]1([CH3:17])[cH:8][cH:9][c:10]([S:13](=[O:14])(=[O:15])[OH:16])[cH:11][cH:12]1. The product is CC(N)C(=O)O, Cc1ccc(S(=O)(=O)O)cc1. Starting materials: COCCOC, CC(N)C(=O)O, Cc1ccc(S(=O)(=O)O)cc1. Product: COc1ccc([N+](=O)[O-])c(N2CCCCC2)c1. As a reaction SMILES: [CH3:17][O-:18].[CH3:20][OH:21].[CH3:27][CH2:28][O:29][C:30]([CH3:31])=[O:32].[Cl:1][c:2]1[cH:3][cH:4][c:5]([N+:14](=[O:15])[O-:16])[c:6]([N:8]2[CH2:9][CH2:10][CH2:11][CH2:12][CH2:13]2)[cH:7]1.[Na+:19].[O:22]=[CH:23][N:24]([CH3:25])[CH3:26]>>[c:2]1([O:18][CH3:17])[cH:3][cH:4][c:5]([N+:14](=[O:15])[O-:16])[c:6]([N:8]2[CH2:9][CH2:10][CH2:11][CH2:12][CH2:13]2)[cH:7]1. Reactants: C[O-], CO, CCOC(C)=O, O=[N+]([O-])c1ccc(Cl)cc1N1CCCCC1, [Na+], CN(C)C=O. The reactants are BrCC1=CC=C(C=C1)SC(F)(F)F (α-bromo-4-trifluoromethylthiotoluene), [C-]#N.[Na+] (Sodium cyanide), ice water. Run in CS(=O)C (dimethylsulfoxide). Product: FC(SC1=CC=C(C=C1)CC#N)(F)F (4-Trifluoromethylthiophenylacetonitrile). The yield is 84.3%. As a reaction SMILES: [C-:1]#[N:2].[Na+].Br[CH2:5][C:6]1[CH:11]=[CH:10][C:9]([S:12][C:13]([F:16])([F:15])[F:14])=[CH:8][CH:7]=1>CS(C)=O>[F:14][C:13]([F:16])([F:15])[S:12][C:9]1[CH:10]=[CH:11][C:6]([CH2:5][C:1]#[N:2])=[CH:7][CH:8]=1 |f:0.1|. Procedure details: Sodium cyanide (3.9 g, 0.08 mol) is added to 40 ml of dimethylsulfoxide at 65° C. under N2. The heat is removed and α-bromo-4-trifluoromethylthiotoluene (14.3 g real, 0.053 mol) is added dropwise at such a rate that the exotherm never raises the temperature above 75° C. The red-colored reaction is heated to 90°-95° C. for about 45 minutes, then cooled to room temperature and treated with 50-100 ml of ice water. The aqueous suspension is extracted with several portions of ether which are combined... RXN SMILES: Cl[C:2]1[C:7]([F:8])=[C:6]([Cl:9])[N:5]=[CH:4][N:3]=1.[CH3:10][C@H:11]1[CH2:16][CH2:15][CH2:14][C@@H:13]([CH3:17])[NH:12]1>>[Cl:9][C:6]1[C:7]([F:8])=[C:2]([N:12]2[C@H:13]([CH3:17])[CH2:14][CH2:15][CH2:16][C@@H:11]2[CH3:10])[N:3]=[CH:4][N:5]=1. Product: ClC1=NC=NC(=C1F)N1[C@H](CCC[C@H]1C)C (4-chloro-6-(cis-2,6-dimethylpiperidino)-5-fluoropyrimidine). Reaction conditions: temperature 70 celsius, time 11 hour. Starting materials: ClC1=NC=NC(=C1F)Cl (4,6-dichloro-5-fluoropyrimidine), C[C@@H]1N[C@@H](CCC1)C (cis-2,6-dimethylpiperidine). Procedure: 0.25 g of 4,6-dichloro-5-fluoropyrimidine and 0.34 g of cis-2,6-dimethylpiperidine were mixed and stirred for 11 hours at 70° C. The reaction mixture was subjected to silica gel column chromatography to obtain 0.21 g of 4-chloro-6-(cis-2,6-dimethylpiperidino)-5-fluoropyrimidine. Isolated yield 57.5%. Starting materials: CC(=O)CC(C)C, ClCCCn1cnc2ccccc21, Cl, [Na+], [Na+], O=C([O-])[O-], O, c1ccc(C(OC2CCNCC2)c2ccccc2)cc1. Product: c1ccc(C(OC2CCN(CCCn3cnc4ccccc43)CC2)c2ccccc2)cc1. As a reaction SMILES: [CH3:41][CH:42]([CH3:43])[CH2:44][C:45](=[O:46])[CH3:47].[Cl:1][CH2:2][CH2:3][CH2:4][n:5]1[cH:6][n:7][c:8]2[c:9]1[cH:10][cH:11][cH:12][cH:13]2.[ClH:14].[Na+:35].[Na+:36].[O-:37][C:38](=[O:39])[O-:40].[OH2:48].[c:15]1([CH:21]([O:22][CH:23]2[CH2:24][CH2:25][NH:26][CH2:27][CH2:28]2)[c:29]2[cH:30][cH:31][cH:32][cH:33][cH:34]2)[cH:16][cH:17][cH:18][cH:19][cH:20]1>>[CH2:2]([CH2:3][CH2:4][n:5]1[cH:6][n:7][c:8]2[c:9]1[cH:10][cH:11][cH:12][cH:13]2)[N:26]1[CH2:25][CH2:24][CH:23]([O:22][CH:21]([c:15]2[cH:16][cH:17][cH:18][cH:19][cH:20]2)[c:29]2[cH:30][cH:31][cH:32][cH:33][cH:34]2)[CH2:28][CH2:27]1. Reactants: CC(C)O, CCOC(=O)C1CCc2ccc(OCCCOc3ccc(OCC(F)(F)F)cc3Cl)cc2O1, [Na+], [OH-]. The product is O=C(O)C1CCc2ccc(OCCCOc3ccc(OCC(F)(F)F)cc3Cl)cc2O1. Reaction SMILES: [CH:36]([OH:37])([CH3:38])[CH3:39].[Cl:1][c:2]1[c:3]([O:4][CH2:5][CH2:6][CH2:7][O:8][c:9]2[cH:10][cH:11][c:12]3[c:17]([cH:18]2)[O:16][CH:15]([C:19](=[O:20])[O:21][CH2:22][CH3:23])[CH2:14][CH2:13]3)[cH:24][cH:25][c:26]([O:28][CH2:29][C:30]([F:31])([F:32])[F:33])[cH:27]1.[Na+:35].[OH-:34]>>[Cl:1][c:2]1[c:3]([O:4][CH2:5][CH2:6][CH2:7][O:8][c:9]2[cH:10][cH:11][c:12]3[c:17]([cH:18]2)[O:16][CH:15]([C:19](=[O:20])[OH:21])[CH2:14][CH2:13]3)[cH:24][cH:25][c:26]([O:28][CH2:29][C:30]([F:31])([F:32])[F:33])[cH:27]1.